From a dataset of the Open Reaction Database (ORD), a public repository of structured organic reaction records. describe an organic reaction: reactants, conditions, products, and yield Starting materials: [H-].C(C(C)C)[Al+]CC(C)C (diisobutylaluminium hydride), ClC1=C(NC(=C1Cl)C)C(=O)NC1CCN(CC1)C1=NN=C(S1)C(=O)OCC (ethyl 5-(4-{[(3,4-dichloro-5-methyl-1H-pyrrol-2-yl)carbonyl]amino}piperidin-1-yl)-1,3,4-thiadiazole-2-carboxylate), ice. Run in C1CCOC1 (THF). Conditions: time 8 hour. Product: ClC1=C(NC(=C1Cl)C)C(=O)NC1CCN(CC1)C=1SC(=NN1)CO (3,4-Dichloro-N-{1-[5-(hydroxymethyl)-1,3,4-thiadiazol-2-yl]piperidin-4-yl}-5-methyl-1H-pyrrole-2-carboxamide). Isolated yield 6.7%. As a reaction SMILES: [Cl:1][C:2]1[C:6]([Cl:7])=[C:5]([CH3:8])[NH:4][C:3]=1[C:9]([NH:11][CH:12]1[CH2:17][CH2:16][N:15]([C:18]2[S:22][C:21]([C:23](OCC)=[O:24])=[N:20][N:19]=2)[CH2:14][CH2:13]1)=[O:10].[H-].C([Al+]CC(C)C)C(C)C>C1COCC1>[Cl:1][C:2]1[C:6]([Cl:7])=[C:5]([CH3:8])[NH:4][C:3]=1[C:9]([NH:11][CH:12]1[CH2:17][CH2:16][N:15]([C:18]2[S:22][C:21]([CH2:23][OH:24])=[N:20][N:19]=2)[CH2:14][CH2:13]1)=[O:10] |f:1.2|. Procedure: A solution of ethyl 5-(4-{[(3,4-dichloro-5-methyl-1H-pyrrol-2-yl)carbonyl]amino}piperidin-1-yl)-1,3,4-thiadiazole-2-carboxylate (Example 219, 280 mg, 0.65 mmol) in THF (5 ml) was cooled to 0° C. and treated with diisobutylaluminium hydride (1.3 ml, 1.95 mmol) dropwise over 5 min. The reaction was kept in the ice bath and allowed to slowly warm to room temperature while stirring overnight. LC-MS indicated that the reaction was complete. The reaction was quenched with aqueous Rochelle salt, and th... The reactants are COC([C@@H](N)CC(C)(C)C(C1=C(C(=CC=C1)NCC=1N=CN(C1)C(C1=CC=CC=C1)(C1=CC=CC=C1)C1=CC=CC=C1)C1=CC=CC2=CC=CC=C12)=O)=O (4-[N-(1-Trityl-imidazol-4-yl)methylamino-2-(1-naphthyl)benzoyl]leucine Methyl Ester), [Li+].[OH-] (LiOH). Run in C1CCOC1.O (THF H2O). Reaction conditions: time 2 hour. Product: C(C1=CC=CC=C1)(C1=CC=CC=C1)(C1=CC=CC=C1)N1C=NC(=C1)CNC=1C(=C(C(=O)C(C[C@H](N)C(=O)O)(C)C)C=CC1)C1=CC=CC2=CC=CC=C12 (4-[N-(1-Trityl-imidazol-4-yl)methylamino-2-(1-naphthyl)benzoyl]leucine). Reaction SMILES: C[O:2][C:3](=[O:54])[C@H:4]([CH2:6][C:7]([C:10](=[O:53])[C:11]1[CH:16]=[CH:15][CH:14]=[C:13]([NH:17][CH2:18][C:19]2[N:20]=[CH:21][N:22]([C:24]([C:37]3[CH:42]=[CH:41][CH:40]=[CH:39][CH:38]=3)([C:31]3[CH:36]=[CH:35][CH:34]=[CH:33][CH:32]=3)[C:25]3[CH:30]=[CH:29][CH:28]=[CH:27][CH:26]=3)[CH:23]=2)[C:12]=1[C:43]1[C:52]2[C:47](=[CH:48][CH:49]=[CH:50][CH:51]=2)[CH:46]=[CH:45][CH:44]=1)([CH3:9])[CH3:8])[NH2:5].[Li+].[OH-]>C1COCC1.O>[C:24]([N:22]1[CH:23]=[C:19]([CH2:18][NH:17][C:13]2[C:12]([C:43]3[C:52]4[C:47](=[CH:48][CH:49]=[CH:50][CH:51]=4)[CH:46]=[CH:45][CH:44]=3)=[C:11]([CH:16]=[CH:15][CH:14]=2)[C:10]([C:7]([CH3:9])([CH3:8])[CH2:6][C@@H:4]([C:3]([OH:54])=[O:2])[NH2:5])=[O:53])[N:20]=[CH:21]1)([C:25]1[CH:30]=[CH:29][CH:28]=[CH:27][CH:26]=1)([C:31]1[CH:32]=[CH:33][CH:34]=[CH:35][CH:36]=1)[C:37]1[CH:38]=[CH:39][CH:40]=[CH:41][CH:42]=1 |f:1.2,3.4|. Procedure: The compound of Example 388A (0.24 g, 0.34 mmoles) was dissolved in 10 mL of THF/H2O (2:1) and LiOH (0.029 g, 0.68 mmoles) was added. The reaction was stirred at room temperature for 2 h. The THF was evaporated and the residue dissolved in 15 mL water, and 1N HCl added to lower the pH to 2. The compound is then extracted with ethyl acetate (3×25 mL), dried and the solvents evaporated to afford the free carboxylic acid as a white solid. (0.20 g, 84%). The reactants are NC(C(=O)N)C(=O)N (2-aminomalonamide), C(=O)O (formic acid), Cl (hydrochloric acid), C(OCC)(OCC)OCC (triethyl orthoformate). The solvent is CC(C)O (2-propanol), O (water), O (water). Reaction conditions: temperature 80 celsius, time 8 hour. The product is O.O.Cl.OC1=C(N=CN1)C(=O)N (5-hydroxy-1H-imidazole-4-carboxamide hydrochloric acid salt dihydrate). RXN SMILES: [NH2:1][CH:2]([C:6]([NH2:8])=[O:7])[C:3]([NH2:5])=[O:4].[CH:9](O)=[O:10].C(OCC)(OCC)OCC.[ClH:22]>O.CC(O)C>[OH2:4].[OH2:10].[ClH:22].[OH:4][C:3]1[NH:5][CH:9]=[N:1][C:2]=1[C:6]([NH2:8])=[O:7] |f:6.7.8.9|. Procedure: Under the nitrogen atmosphere, 10 g of 2-aminomalonamide and 19.7 mg of formic acid were added to 200 mL of 2-propanol. After heating to 80° C., 35.4 mL of triethyl orthoformate was added dropwise to the mixture over 5 minutes. Subsequently, the reaction mixture was stirred for 8 hours at 80° C. Color of the reaction liquid was pale blue when the reaction was completed. Subsequently, after cooling to 56° C., the reaction mixture was added with 10 mL of water followed by 8 mL of conc. hydrochlori... Reactants: Cl (hydrochloric acid), ClC1=CC(=C(N=N1)C(F)(F)F)C1=CC=CC=C1 (6-Chloro-4-phenyl-3-trifluoromethyl-pyridazine), C1C2N(CCN1)CCC2 (octahydro-pyrrolo(1,2-a)pyrazine), C(C)(C)N(CC)C(C)C (diisopropylethylamine). Run in C(C)OCC (diethyl ether), C(C)#N (acetonitrile), ClCCl (dichloromethane). Run at temperature 150 celsius, time 30 minute. Product: C1(=CC=CC=C1)C=1C=C(N=NC1C(F)(F)F)N1CC2N(CC1)CCC2 (2-(5-Phenyl-6-trifluoromethyl-pyridazin-3-yl)-octahydro-pyrrolo[1,2-a]pyrazine). Isolated yield 54.0%. As a reaction SMILES: Cl[C:2]1[N:7]=[N:6][C:5]([C:8]([F:11])([F:10])[F:9])=[C:4]([C:12]2[CH:17]=[CH:16][CH:15]=[CH:14][CH:13]=2)[CH:3]=1.[CH2:18]1[NH:23][CH2:22][CH2:21][N:20]2[CH2:24][CH2:25][CH2:26][CH:19]12.C(N(C(C)C)CC)(C)C.Cl>C(#N)C.ClCCl.C(OCC)C>[C:12]1([C:4]2[CH:3]=[C:2]([N:23]3[CH2:22][CH2:21][N:20]4[CH2:24][CH2:25][CH2:26][CH:19]4[CH2:18]3)[N:7]=[N:6][C:5]=2[C:8]([F:11])([F:10])[F:9])[CH:17]=[CH:16][CH:15]=[CH:14][CH:13]=1. Procedure: A mixture of 6-chloro-4-phenyl-3-trifluoromethyl-pyridazine (D3) (0.10 g, 0.39 mmol), octahydro-pyrrolo(1,2-a)pyrazine, racemic mixture, (0.053 g, 0.42 mmol) and diisopropylethylamine (0.103 ml, 0.585 mmol) in acetonitrile (3 ml) was stirred at 150° C. for 30 min., under microwave irradiation. The reaction mixture was then diluted with dichloromethane (25 ml) and extracted with a saturated solution of sodium carbonate (12 ml). The organic layers were separated, dried (Na2SO4), filtered and the s... The product is ClC1=C(C=CC=C1)N1C(=NC2=CC=C(C=C2C1=O)F)C=CC1(NC=CC=C1)C=O (2-[3-(2-Chlorophenyl)-6-fluoro-4-oxo-3,4-dihydroquinazolin-2-yl-vinyl)pyridine-2-carbaldehyde). Reported procedure: A catalytic amount (about 100 mg) of anhydrous zinc chloride was added to a solution of 576 mg (2.0 mmol) of 3-(2-chlorophenyl)-6-fluoro-2-methyl-4(3H)-quinazolinone and 270 mg (2.0 mmol) of 2,6-pyridinedicarboxaldehyde in 20-25 mL of dioxane and 1.0 mL of acetic anhydride. The reaction mixture was heated at reflux under a nitrogen atmosphere for 3 hours until TLC indicated that the starting materials had been consumed. The cooled reaction mixture was poured into water and the mixture was extrac... Reagents/catalysts: [Cl-].[Zn+2].[Cl-] (zinc chloride). Starting materials: ClC1=C(C=CC=C1)N1C(=NC2=CC=C(C=C2C1=O)F)C (3-(2-chlorophenyl)-6-fluoro-2-methyl-4(3H)-quinazolinone), N1=C(C=CC=C1C=O)C=O (2,6-pyridinedicarboxaldehyde), O1CCOCC1 (dioxane), O (water). As a reaction SMILES: [Cl:1][C:2]1[CH:7]=[CH:6][CH:5]=[CH:4][C:3]=1[N:8]1[C:17](=[O:18])[C:16]2[C:11](=[CH:12][CH:13]=[C:14]([F:19])[CH:15]=2)[N:10]=[C:9]1[CH3:20].[N:21]1[C:26]([CH:27]=[O:28])=[CH:25][CH:24]=[CH:23][C:22]=1C=O.O.O1CCOC[CH2:33]1>C(OC(=O)C)(=O)C.[Cl-].[Zn+2].[Cl-]>[Cl:1][C:2]1[CH:7]=[CH:6][CH:5]=[CH:4][C:3]=1[N:8]1[C:17](=[O:18])[C:16]2[C:11](=[CH:12][CH:13]=[C:14]([F:19])[CH:15]=2)[N:10]=[C:9]1[CH:20]=[CH:33][C:26]1([CH:27]=[O:28])[CH:25]=[CH:24][CH:23]=[CH:22][NH:21]1 |f:5.6.7|. Solvent: C(C)(=O)OC(C)=O (acetic anhydride). Starting materials: O=C(O)c1cc(Br)c(Br)s1, CO, O=S(=O)(O)O. Product: COC(=O)c1cc(Br)c(Br)s1. As a reaction SMILES: [Br:1][c:2]1[cH:3][c:4]([C:8](=[O:9])[OH:10])[s:5][c:6]1[Br:7].[CH3:16][OH:17].[S:11](=[O:12])(=[O:13])([OH:14])[OH:15]>>[Br:1][c:2]1[cH:3][c:4]([C:8](=[O:9])[O:10][CH3:16])[s:5][c:6]1[Br:7].